From a dataset of the Open Reaction Database (ORD), a public repository of structured organic reaction records. describe an organic reaction: reactants, conditions, products, and yield Reactants: CN(C=O)C (N,N-dimethylformamide), NC1=C(C=C(C(=N1)N1C=C(C(C2=CC(=C(C(=C12)Br)F)F)=O)C(=O)O)F)F (1-(6-amino-3,5-difluoropyridine-2-yl)-8-bromo-6,7-difluoro-4-oxo-1,4-dihydroquinoline-3-carboxylic acid), Cl.Cl.NC1CNC1 (3-aminoazetidine dihydrochloride), CN1CCCC1 (N-methylpyrrolidine). The solvent is C(C)O (ethanol). Conditions: temperature 90 celsius, time 1 hour. Product: NC1CN(C1)C1=C(C=C2C(C(=CN(C2=C1Br)C1=NC(=C(C=C1F)F)N)C(=O)O)=O)F (7-(3-aminoazetidine-1-yl)-1-(6-amino-3,5-difluoropyridine-2-yl)-8-bromo-6-fluoro-4-oxo-1,4-dihydroquinoline-3-carboxylic acid). Yield: 67.1%. As a reaction SMILES: CN(C)C=O.[NH2:6][C:7]1[N:12]=[C:11]([N:13]2[C:22]3[C:17](=[CH:18][C:19]([F:25])=[C:20](F)[C:21]=3[Br:23])[C:16](=[O:26])[C:15]([C:27]([OH:29])=[O:28])=[CH:14]2)[C:10]([F:30])=[CH:9][C:8]=1[F:31].Cl.Cl.[NH2:34][CH:35]1[CH2:38][NH:37][CH2:36]1.CN1CCCC1>C(O)C>[NH2:34][CH:35]1[CH2:38][N:37]([C:20]2[C:21]([Br:23])=[C:22]3[C:17]([C:16](=[O:26])[C:15]([C:27]([OH:29])=[O:28])=[CH:14][N:13]3[C:11]3[C:10]([F:30])=[CH:9][C:8]([F:31])=[C:7]([NH2:6])[N:12]=3)=[CH:18][C:19]=2[F:25])[CH2:36]1 |f:2.3.4|. Procedure details: To 300 mg of N,N-dimethylformamide were added 105 mg of 1-(6-amino-3,5-difluoropyridine-2-yl)-8-bromo-6,7-difluoro-4-oxo-1,4-dihydroquinoline-3-carboxylic acid, 70 mg of 3-aminoazetidine dihydrochloride, and 150 mg of N-methylpyrrolidine, and the mixture was stirred at 90° C. for 1 hour. After adding 0.3 ml of ethanol, the mixture was allowed to cool, and the precipitate was collected by filtration and washed with ethanol and diisopropylether successively.to obtain 79 mg of the title compound as... The reactants are O=C([O-])[O-], CC#N, ClCc1ccc(Cl)nc1, [K+], [K+], C1CSCN1. Product: Clc1ccc(CN2CCSC2)cn1. As a reaction SMILES: [C:15](=[O:16])([O-:17])[O-:18].[CH3:21][C:22]#[N:23].[Cl:1][c:2]1[n:3][cH:4][c:5]([CH2:8][Cl:9])[cH:6][cH:7]1.[K+:19].[K+:20].[S:10]1[CH2:11][NH:12][CH2:13][CH2:14]1>>[Cl:1][c:2]1[n:3][cH:4][c:5]([CH2:8][N:12]2[CH2:11][S:10][CH2:14][CH2:13]2)[cH:6][cH:7]1. Starting materials: CN(C(=O)C1=C(C(=NN1)C(=O)OC)OCC1=CC=CC=C1)CC(C=1C=NC=CC1)O (N-methyl-N-[2-hydroxy-2-(pyridin-3-yl)ethyl]-4-benzyloxy-3-methoxycarbonyl-1H-pyrazole-5-carboxamide), C1(=CC=CC=C1)P(C1=CC=CC=C1)C1=CC=CC=C1 (triphenylphosphine), N(=NC(=O)OCC)C(=O)OCC (diethyl azodicarboxylate). Run in C1CCOC1 (THF). Reaction conditions: time 2 hour. Product: C(C1=CC=CC=C1)OC=1C(=NN2C1C(N(CC2C=2C=NC=CC2)C)=O)C(=O)OC (Methyl 3-benzyloxy-5-methyl-4-oxo-7-pyridin-3-yl-4,5,6,7-tetrahydropyrazolo[1,5-a]pyrazine-2-carboxylate). Reaction SMILES: [CH3:1][N:2]([CH2:22][CH:23](O)[C:24]1[CH:25]=[N:26][CH:27]=[CH:28][CH:29]=1)[C:3]([C:5]1[NH:9][N:8]=[C:7]([C:10]([O:12][CH3:13])=[O:11])[C:6]=1[O:14][CH2:15][C:16]1[CH:21]=[CH:20][CH:19]=[CH:18][CH:17]=1)=[O:4].C1(P(C2C=CC=CC=2)C2C=CC=CC=2)C=CC=CC=1.N(C(OCC)=O)=NC(OCC)=O>C1COCC1>[CH2:15]([O:14][C:6]1[C:7]([C:10]([O:12][CH3:13])=[O:11])=[N:8][N:9]2[CH:23]([C:24]3[CH:25]=[N:26][CH:27]=[CH:28][CH:29]=3)[CH2:22][N:2]([CH3:1])[C:3](=[O:4])[C:5]=12)[C:16]1[CH:21]=[CH:20][CH:19]=[CH:18][CH:17]=1. Procedure details: To a solution of N-methyl-N-[2-hydroxy-2-(pyridin-3-yl)ethyl]-4-benzyloxy-3-methoxycarbonyl-1H-pyrazole-5-carboxamide (1.0 g, 2.44 mmol) and triphenylphosphine (2.24 g, 8.53 mmol) in THF (30 mL) was added diethyl azodicarboxylate (1.55 mL, 8.53 mmol) dropwise over a period of 5 minutes. The mixture was stirred for 2 hours. The solvent was removed in vacuo and the residue was purified by preparative HPLC (Waters prep LC 4000 System using a Waters Nova Pak column (3 100×40 mm I.D. cartridges, C18,... Starting materials: C1CNCCN1, CC#N, CCN(C(C)C)C(C)C, CS(=O)(=O)c1ccc(F)cc1NC1CCOc2ccc(Cl)cc21. Product: CS(=O)(=O)c1ccc(N2CCNCC2)cc1NC1CCOc2ccc(Cl)cc21. RXN SMILES: [CH2:24]1[CH2:25][NH:26][CH2:27][CH2:28][NH:29]1.[CH3:39][C:40]#[N:41].[CH:30]([N:31]([CH2:32][CH3:33])[CH:34]([CH3:35])[CH3:36])([CH3:37])[CH3:38].[Cl:1][c:2]1[cH:3][c:4]2[c:9]([cH:10][cH:11]1)[O:8][CH2:7][CH2:6][CH:5]2[NH:12][c:13]1[c:14]([S:20](=[O:21])(=[O:22])[CH3:23])[cH:15][cH:16][c:17]([F:19])[cH:18]1>>[Cl:1][c:2]1[cH:3][c:4]2[c:9]([cH:10][cH:11]1)[O:8][CH2:7][CH2:6][CH:5]2[NH:12][c:13]1[c:14]([S:20](=[O:21])(=[O:22])[CH3:23])[cH:15][cH:16][c:17]([N:26]2[CH2:25][CH2:24][NH:29][CH2:28][CH2:27]2)[cH:18]1. The reactants are CCCCCC.C(CCC)[Li] (n-butyllithium hexane), O1C=CC2=C1C=CC=C2 (benzofuran), CN(C=O)C (N,N-dimethylformamide). The solvent is O1CCCC1 (tetrahydrofuran). Reaction conditions: temperature -50 celsius, time 5 minute. Product: O1C(=CC2=C1C=CC=C2)C=O (2-benzofurancarbaldehyde). The yield is 63.0%. RXN SMILES: [O:1]1[C:5]2[CH:6]=[CH:7][CH:8]=[CH:9][C:4]=2[CH:3]=[CH:2]1.CCCCCC.C([Li])CCC.CN(C)[CH:23]=[O:24]>O1CCCC1>[O:1]1[C:5]2[CH:6]=[CH:7][CH:8]=[CH:9][C:4]=2[CH:3]=[C:2]1[CH:23]=[O:24] |f:1.2|. Procedure details: 2.18 g of benzofuran was dissolved in 40 ml of anhydrous tetrahydrofuran. Thereto was dropwise added 12.3 ml of 1.5 M n-butyllithium hexane solution, in 5 minutes with stirring at -50° C. The mixture was stirred at 0° C. for 30 minutes and then cooled to -60° C. Thereto was added 1.61 g of N,N-dimethylformamide, and the resulting mixture was stirred at room temperature for 1 hour. The solvent was removed by distillation under reduced pressure. The residue was mixed with 50 ml of ethyl acetate an...